Dataset: the Open Reaction Database (ORD), a public repository of structured organic reaction records. Task: describe an organic reaction: reactants, conditions, products, and yield Starting materials: C(C)(C)(C)OC(N(C)CC1=CN(C(=C1)Br)S(=O)(=O)C=1C=NC=CC1)=O (tert-Butyl{[5-bromo-1-(pyridin-3-ylsulfonyl)-1H-pyrrol-3-yl]methyl}methylcarbamate), ClC1=CC=C(C=N1)B(O)O ((6-chloropyridin-3-yl)boronic acid), C(O)([O-])=O.[Na+] (sodium hydrogencarbonate), COCCOC (1,2-dimethoxyethane), C(O)([O-])=O.[Na+] (sodium hydrogencarbonate). Reagents/catalysts: C=1C=CC(=CC1)[P](C=2C=CC=CC2)(C=3C=CC=CC3)[Pd]([P](C=4C=CC=CC4)(C=5C=CC=CC5)C=6C=CC=CC6)([P](C=7C=CC=CC7)(C=8C=CC=CC8)C=9C=CC=CC9)[P](C=1C=CC=CC1)(C=1C=CC=CC1)C=1C=CC=CC1 (tetrakis(triphenylphosphine)palladium). Procedure: tert-Butyl{[5-bromo-1-(pyridin-3-ylsulfonyl)-1H-pyrrol-3-yl]methyl}methylcarbamate (431 mg), (6-chloropyridin-3-yl)boronic acid (237 mg), sodium hydrogencarbonate (252 mg) and tetrakis(triphenylphosphine)palladium (87 mg) were added to a degassed mixture of 1,2-dimethoxyethane (8 mL) and water (2 mL), and the mixture was stirred under a nitrogen atmosphere at 90° C. for 3 hr. The reaction mixture was allowed to cool, a saturated aqueous sodium hydrogencarbonate solution was added, and the mixtur... Run in O (water). Conditions: temperature 90 celsius, time 3 hour. Yields the product C(C)(C)(C)OC(N(C)CC1=CN(C(=C1)C=1C=CC(=NC1)C=1C=NC(=CC1)Cl)S(=O)(=O)C=1C=NC=CC1)=O (tert-butyl{[5-(6′-chloro-2,3′-bipyridin-5-yl)-1-(pyridin-3-ylsulfonyl)-1H-pyrrol-3-yl]methyl}methylcarbamate), Example 172. Reaction SMILES: [C:1]([O:5][C:6](=[O:25])[N:7]([CH2:9][C:10]1[CH:14]=[C:13](Br)[N:12]([S:16]([C:19]2[CH:20]=[N:21][CH:22]=[CH:23][CH:24]=2)(=[O:18])=[O:17])[CH:11]=1)[CH3:8])([CH3:4])([CH3:3])[CH3:2].[Cl:26][C:27]1[N:32]=[CH:31][C:30](B(O)O)=[CH:29][CH:28]=1.C(=O)([O-])O.[Na+].CO[CH2:43][CH2:44]OC>C1C=CC([P]([Pd]([P](C2C=CC=CC=2)(C2C=CC=CC=2)C2C=CC=CC=2)([P](C2C=CC=CC=2)(C2C=CC=CC=2)C2C=CC=CC=2)[P](C2C=CC=CC=2)(C2C=CC=CC=2)C2C=CC=CC=2)(C2C=CC=CC=2)C2C=CC=CC=2)=CC=1.O>[C:1]([O:5][C:6](=[O:25])[N:7]([CH2:9][C:10]1[CH:14]=[C:13]([C:10]2[CH:11]=[CH:43][C:44]([C:30]3[CH:31]=[N:32][C:27]([Cl:26])=[CH:28][CH:29]=3)=[N:7][CH:9]=2)[N:12]([S:16]([C:19]2[CH:20]=[N:21][CH:22]=[CH:23][CH:24]=2)(=[O:18])=[O:17])[CH:11]=1)[CH3:8])([CH3:4])([CH3:3])[CH3:2] |f:2.3,^1:50,52,71,90|. The yield is 22.0%. The reactants are C1OCC12CN(C2)C2CCC(CC2)OC=2N=CN=C1SC=3CC[C@@H](C3C21)CO ([(3S)-12-[(4-[2-oxa-6-azaspiro[3.3]heptan-6-yl]cyclohexyl)oxy]-7-thia-9,11-diazatricyclo[6.4.0.0[2,6]]dodeca-1(12),2(6),8,10-tetraen-3-yl]methanol), TEA, CS(=O)(=O)Cl (MsCl). Run in ClCCl (dichloromethane). Run at temperature 25 celsius, time 1 hour. Product: CS(=O)(=O)OC[C@@H]1C=2C3=C(N=CN=C3SC2CC1)OC1CCC(CC1)N1CC2(COC2)C1 ([(3S)-12-[(4-[2-oxa-6-azaspiro[3.3]heptan-6-yl]cyclohexyl)oxy]-7-thia-9,11-diazatricyclo[6.4.0.0[2,6]]dodeca-1(12),2(6),8,10-tetraen-3-yl]methyl methanesulfonate). Yield: 84.1%. Reaction SMILES: [CH2:1]1[C:4]2([CH2:7][N:6]([CH:8]3[CH2:13][CH2:12][CH:11]([O:14][C:15]4[N:16]=[CH:17][N:18]=[C:19]5[C:26]=4[C:25]4[C@@H:24]([CH2:27][OH:28])[CH2:23][CH2:22][C:21]=4[S:20]5)[CH2:10][CH2:9]3)[CH2:5]2)[CH2:3][O:2]1.[CH3:29][S:30](Cl)(=[O:32])=[O:31]>ClCCl>[CH3:29][S:30]([O:28][CH2:27][C@H:24]1[CH2:23][CH2:22][C:21]2[S:20][C:19]3[C:26](=[C:15]([O:14][CH:11]4[CH2:12][CH2:13][CH:8]([N:6]5[CH2:7][C:4]6([CH2:3][O:2][CH2:1]6)[CH2:5]5)[CH2:9][CH2:10]4)[N:16]=[CH:17][N:18]=3)[C:25]1=2)(=[O:32])=[O:31]. Procedure details: To a solution of [(3S)-12-[(4-[2-oxa-6-azaspiro[3.3]heptan-6-yl]cyclohexyl)oxy]-7-thia-9,11-diazatricyclo[6.4.0.0[2,6]]dodeca-1(12),2(6),8,10-tetraen-3-yl]methanol (250 mg, 0.62 mmol, 1.00 equiv) and TEA (188 mg, 1.86 mmol, 2.99 equiv) in dichloromethane (10 mL) was added MsCl (142 mg, 1.25 mmol, 2.00 equiv) and the resulting mixture was stirred for 1 h at 25° C. under nitrogen. After completion, the reaction was quenched with water and extracted with 3×50 mL of ethyl acetate. The organic layers... Reactants: Cc1cc(Br)cc(C)c1O, CCOCC, CC(C)O, CC(C)I, [Na+], [OH-]. Product: Cc1cc(Br)cc(C)c1OC(C)C. As a reaction SMILES: [Br:1][c:2]1[cH:3][c:4]([CH3:10])[c:5]([OH:9])[c:6]([CH3:8])[cH:7]1.[CH3:21][CH2:22][O:23][CH2:24][CH3:25].[CH:15]([OH:16])([CH3:17])[CH3:18].[I:11][CH:12]([CH3:13])[CH3:14].[Na+:20].[OH-:19]>>[Br:1][c:2]1[cH:3][c:4]([CH3:10])[c:5]([O:9][CH:12]([CH3:13])[CH3:14])[c:6]([CH3:8])[cH:7]1. Reactants: BrC1=NC=CC=C1 (2-bromopyridine), CC([C@@H](C(=O)C=1N(C=CN1)C)NC([C@H](CCCC)CN(O)C=O)=O)(C)C (2(R)-[(N-formyl-N-hydroxyamino)-methyl]-hexanoic acid-[2,2-dimethyl-1(S)-(1-methyl-1H-imidazole-2-carbonyl)-propyl]-amide). The product is CC([C@@H](C(=O)C1=NC=CC=C1)NC([C@H](CCCC)CN(O)C=O)=O)(C)C (2(R)-[(N-Formyl-N-hydroxyamino)-methyl]-hexanoic Acid-[2,2-dimethyl-1(S)-(pyridine-2-carbonyl)-propyl]-amide). As a reaction SMILES: Br[C:2]1[CH:7]=[CH:6][CH:5]=[CH:4][N:3]=1.[CH3:8][C:9]([CH3:33])([CH3:32])[C@H:10]([NH:19][C:20](=[O:31])[C@@H:21]([CH2:26][N:27]([CH:29]=[O:30])[OH:28])[CH2:22][CH2:23][CH2:24][CH3:25])[C:11](C1N(C)C=CN=1)=[O:12]>>[CH3:32][C:9]([CH3:8])([CH3:33])[C@H:10]([NH:19][C:20](=[O:31])[C@@H:21]([CH2:26][N:27]([CH:29]=[O:30])[OH:28])[CH2:22][CH2:23][CH2:24][CH3:25])[C:11]([C:2]1[CH:7]=[CH:6][CH:5]=[CH:4][N:3]=1)=[O:12]. Procedure details: The title compound was prepared from 2-bromopyridine as outlined in Scheme 2, in an analogous manner to 2(R)-[(N-formyl-N-hydroxyamino)-methyl]-hexanoic acid-[2,2-dimethyl-1(S)-(1-methyl-1H-imidazole-2-carbonyl)-propyl]-amide. The relevant spectroscopic data are described below. The reactants are NC(=O)c1ccc(Cn2nc(C(=O)O)c3ccccc32)cc1, CCOC(=O)c1nn(Cc2ccc(C(N)=O)cc2)c2ccccc12, Cl, NCc1ccc(-c2nnn[nH]2)cc1. Product: NC(=O)c1ccc(Cn2nc(C(=O)NCc3ccc(-c4nnn[nH]4)cc3)c3ccccc32)cc1. As a reaction SMILES: [C:25]([c:26]1[cH:27][cH:28][c:29]([CH2:30][n:31]2[c:32]3[c:33]([cH:34][cH:35][cH:36][cH:37]3)[c:38]([C:39]([OH:40])=[O:41])[n:42]2)[cH:43][cH:44]1)(=[O:45])[NH2:46].[CH2:1]([O:2][C:4](=[O:5])[c:6]1[n:7][n:8]([CH2:15][c:16]2[cH:17][cH:18][c:19]([C:22]([NH2:23])=[O:24])[cH:20][cH:21]2)[c:9]2[cH:10][cH:11][cH:12][cH:13][c:14]12)[CH3:3].[ClH:47].[nH:48]1[n:49][n:50][n:51][c:52]1-[c:53]1[cH:54][cH:55][c:56]([CH2:57][NH2:58])[cH:59][cH:60]1>>[C:4](=[O:5])([c:6]1[n:7][n:8]([CH2:15][c:16]2[cH:17][cH:18][c:19]([C:22]([NH2:23])=[O:24])[cH:20][cH:21]2)[c:9]2[cH:10][cH:11][cH:12][cH:13][c:14]12)[NH:58][CH2:57][c:56]1[cH:55][cH:54][c:53](-[c:52]2[n:48][n:49][n:50][nH:51]2)[cH:60][cH:59]1. The reactants are C(#N)[BH3-].[Na+] (sodium cyanoborohydride), Cl (hydrochloric acid), O=C1CCN(CC1)CCC(=O)OCC (ethyl 3-(4-oxopiperidino)propionate), C(C1=CC=CC=C1)N (benzylamine). Run in C(C)O (ethanol), C(C)(=O)O (acetic acid), C(C)O (ethanol). Reaction conditions: time 18 hour. Yields the product C(C1=CC=CC=C1)NC1CCN(CC1)CCC(=O)OCC (ethyl 3-(4-benzylaminopiperidino)propionate). The yield is 61.5%. Reaction SMILES: O=[C:2]1[CH2:7][CH2:6][N:5]([CH2:8][CH2:9][C:10]([O:12][CH2:13][CH3:14])=[O:11])[CH2:4][CH2:3]1.[CH2:15]([NH2:22])[C:16]1[CH:21]=[CH:20][CH:19]=[CH:18][CH:17]=1.C([BH3-])#N.[Na+].Cl>C(O)C.C(O)(=O)C>[CH2:15]([NH:22][CH:2]1[CH2:7][CH2:6][N:5]([CH2:8][CH2:9][C:10]([O:12][CH2:13][CH3:14])=[O:11])[CH2:4][CH2:3]1)[C:16]1[CH:21]=[CH:20][CH:19]=[CH:18][CH:17]=1 |f:2.3|. Procedure: Then, ethyl 3-(4-oxopiperidino)propionate (1.29 g, 6.47 mol) and benzylamine (0.85 ml, 7.78 mmol) were dissolved in ethanol (40 ml). A solution of sodium cyanoborohydride (256 mg, 4.22 mmol) dissolved in ethanol (20 ml) was added at room temperature and acetic acid (1 ml) was further added to adjust its pH to 6-7. The mixture was stirred at room temperature for 18 hours and added with concentrated hydrochloric acid (3 ml) to adjust the pH to 1-2. The resulting precipitate was collected by filtra...